This data is from the Open Reaction Database (ORD), a public repository of structured organic reaction records. The task is: describe an organic reaction: reactants, conditions, products, and yield Starting materials: C(C)(C)(C)C=1C=C(C(=O)OCC2=CC=CC=C2)C=CC1O (benzyl 3-tert-butyl -4-hydroxybenzoate), C([O-])([O-])=O.[K+].[K+] (potassium carbonate), IC(C)C (2-iodopropane). Run in C(C)C(=O)C (methyl ethyl ketone). Yields the product C(C)(C)(C)C=1C=C(C(=O)OCC2=CC=CC=C2)C=CC1OC(C)C (Benzyl 3-tert-Butyl-4-isopropyloxybenzoate). As a reaction SMILES: [C:1]([C:5]1[CH:6]=[C:7]([CH:18]=[CH:19][C:20]=1[OH:21])[C:8]([O:10][CH2:11][C:12]1[CH:17]=[CH:16][CH:15]=[CH:14][CH:13]=1)=[O:9])([CH3:4])([CH3:3])[CH3:2].C(=O)([O-])[O-].[K+].[K+].I[CH:29]([CH3:31])[CH3:30]>C(C(C)=O)C>[C:1]([C:5]1[CH:6]=[C:7]([CH:18]=[CH:19][C:20]=1[O:21][CH:29]([CH3:31])[CH3:30])[C:8]([O:10][CH2:11][C:12]1[CH:13]=[CH:14][CH:15]=[CH:16][CH:17]=1)=[O:9])([CH3:4])([CH3:2])[CH3:3] |f:1.2.3|. Procedure details: 5.7 g (0.02 mol) of benzyl 3-tert-butyl -4-hydroxybenzoate, 7 g (0.05 mol) of finely ground potassium carbonate, 4 ml (0.04 mol) of 2-iodopropane and 100 ml of methyl ethyl ketone are introduced under nitrogen into a three-necked flask. The mixture is heated to reflux for 24 h, the inorganic matter is filtered off and the filtrate is evaporated. The residue is taken up with ethyl ether and water and the organic phase is separated after settling has taken place, dried over magnesium sulphate and ... Starting materials: FC(S(=O)(=O)OS(=O)(=O)C(F)(F)F)(F)F (Trifluoromethanesulphonic anhydride), ice, CC(C(=O)NC1=C(C(=O)OC)C(=CC=C1)O)(C)C (methyl 2-(2,2-dimethylpropionylamino)-6-hydroxybenzoate), CC(C(=O)NC1=C(C(=O)OC)C(=CC=C1)O)(C)C (methyl 2-(2,2-dimethylpropionylamino)-6-hydroxybenzoate), N1=CC=CC=C1 (pyridine). The solvent is C(Cl)Cl (DCM). Reaction conditions: time 1 hour. Product: CC(C(=O)NC1=C(C(=O)OC)C(=CC=C1)OS(=O)(=O)C(F)(F)F)(C)C (methyl 2-(2,2-dimethylpropionylamino)-6-trifluoromethanesulfonyloxybenzoate). The yield is 92.6%. RXN SMILES: [F:1][C:2]([F:15])([F:14])[S:3]([O:6]S(C(F)(F)F)(=O)=O)(=[O:5])=[O:4].[CH3:16][C:17]([CH3:33])([CH3:32])[C:18]([NH:20][C:21]1[CH:30]=[CH:29][CH:28]=[C:27](O)[C:22]=1[C:23]([O:25][CH3:26])=[O:24])=[O:19].N1C=CC=CC=1>C(Cl)Cl>[CH3:16][C:17]([CH3:33])([CH3:32])[C:18]([NH:20][C:21]1[CH:30]=[CH:29][CH:28]=[C:27]([O:6][S:3]([C:2]([F:15])([F:14])[F:1])(=[O:5])=[O:4])[C:22]=1[C:23]([O:25][CH3:26])=[O:24])=[O:19]. Reported procedure: Trifluoromethanesulphonic anhydride (6.2 g) was added dropwise to an ice cooled, stirred solution of methyl 2-(2,2-dimethylpropionylamino)-6-hydroxybenzoate (Intermediate 40, 5.02 g) and pyridine (3.16 g) in DCM (70 mL) and the mixture was stirred for 1 hour. The resulting solution was washed with 2M hydrochloric acid, filtered through a phase separator and the filtrate was evaporated in vacuo. The residue was purified by chromatography on silica, eluting with a mixture of ethyl acetate and cycl... The reactants are COc1ccc(CN)cc1, N#Cc1c(Cl)c2ccccc2[nH]c1=O, CN(C)C=O. Yields the product N#Cc1c(N)c2ccccc2[nH]c1=O. As a reaction SMILES: [CH3:15][O:16][c:17]1[cH:18][cH:19][c:20]([CH2:21][NH2:22])[cH:23][cH:24]1.[Cl:1][c:2]1[c:3]([C:13]#[N:14])[c:4](=[O:12])[nH:5][c:6]2[cH:7][cH:8][cH:9][cH:10][c:11]12.[O:25]=[CH:26][N:27]([CH3:28])[CH3:29]>>[c:2]1([NH2:22])[c:3]([C:13]#[N:14])[c:4](=[O:12])[nH:5][c:6]2[cH:7][cH:8][cH:9][cH:10][c:11]12. Starting materials: N(N)C(=O)C=1NC=CN1 (2-Hydrazinocarbonylimidazole), C(C)OCC (diethyl ether), A-0713876, COC(N(C)C)OC (N,N-dimethylformamide dimethyl acetal). Run in C1=CC=C(C=C1)C2=CC=CC=C2.C1=CC=C(C=C1)OC2=CC=CC=C2 (Dowtherm A). Reaction conditions: temperature 100 celsius, time 18 hour. Product: N=1C=CN2C=NNC(C21)=O (7H-imidazo[1,2-d][1,2,4]triazin-8-one). Isolated yield 20.0%. Reaction SMILES: [NH:1]([C:3]([C:5]1[NH:6][CH:7]=[CH:8][N:9]=1)=[O:4])[NH2:2].[CH3:10]OC(OC)N(C)C.C(OCC)C>C1C=CC(C2C=CC=CC=2)=CC=1.C1C=CC(OC2C=CC=CC=2)=CC=1>[N:6]1[CH:7]=[CH:8][N:9]2[C:5]=1[C:3](=[O:4])[NH:1][N:2]=[CH:10]2 |f:3.4|. Reported procedure: 2-Hydrazinocarbonylimidazole (prepared according to the procedure described in EP-A-0713876) (1.00 g, 7.93 mmol) was suspended in Dowtherm A (6 ml), N,N-dimethylformamide dimethyl acetal (1.89 g, 15.9 mmol) added and the mixture heated at 100° C. for 1.5 h then at 210° C. for 18 h. The mixture was allowed to cool to room temperature, diethyl ether (100 ml) added and the precipitated solid was filtered. The brown solid was purified by dry flash column chromatography on silica eluting with dichlor... Starting materials: N#Cc1ccccc1-c1ccc(CBr)cc1, N#Cc1ccccc1-c1ccc(C(Br)Br)cc1, Cc1ccccc1. Product: Cc1ccc(-c2ccccc2C#N)cc1. Reaction SMILES: [Br:18][CH2:19][c:20]1[cH:21][cH:22][c:23](-[c:24]2[cH:25][cH:26][cH:27][cH:28][c:29]2[C:30]#[N:31])[cH:32][cH:33]1.[Br:1][CH:2]([c:3]1[cH:4][cH:5][c:6](-[c:9]2[c:10]([C:15]#[N:16])[cH:11][cH:12][cH:13][cH:14]2)[cH:7][cH:8]1)[Br:17].[CH3:34][c:35]1[cH:36][cH:37][cH:38][cH:39][cH:40]1>>[CH3:2][c:3]1[cH:4][cH:5][c:6](-[c:9]2[c:10]([C:15]#[N:16])[cH:11][cH:12][cH:13][cH:14]2)[cH:7][cH:8]1.